describe an organic reaction: reactants, conditions, products, and yield From a dataset of the Open Reaction Database (ORD), a public repository of structured organic reaction records. The reactants are ClC1=C(C=C(C=C1)C=C)F (1-Chloro-2-fluoro-4-vinylbenzene), CC[C@H]1CN2CC[C@H]1C[C@@H]2[C@H](C3=C4C=C(C=CC4=NC=C3)OC)OC5=NN=C(C6=CC=CC=C65)O[C@H]([C@H]7C[C@@H]8CCN7C[C@@H]8CC)C9=C1C=C(C=CC1=NC=C9)OC (AD-mix-β), CC(C)(C)O.O (t-BuOH H2O). Conditions: time 1 hour. Product: ClC1=C(C=C(C=C1)[C@H](CO)O)F ((R)-1-(4-chloro-3-fluorophenyl)ethane-1,2-diol). As a reaction SMILES: [Cl:1][C:2]1[CH:7]=[CH:6]C(C=C)=[CH:4][C:3]=1[F:10].CC[C@@H]1[C@@H]2C[C@H]([C@@H](OC3C4C(=CC=CC=4)C(O[C@@H](C4C=CN=C5C=4C=C(OC)C=C5)[C@@H]4N5C[C@H](CC)[C@@H](CC5)C4)=NN=3)C3C=CN=C4C=3C=C([O:32]C)C=C4)N(CC2)C1.[CH3:69][C:70]([OH:73])(C)[CH3:71].O>>[Cl:1][C:2]1[CH:7]=[CH:6][C:69]([C@@H:70]([OH:73])[CH2:71][OH:32])=[CH:4][C:3]=1[F:10] |f:2.3|. Reported procedure: 1-Chloro-2-fluoro-4-vinylbenzene (12.1 g, 77.3 mmol) was added to a cold (0° C.) solution of AD-mix-β (108 g, 139 mmol) in t-BuOH/H2O (600 mL; 1:1), and the mixture was allowed to warm up to room temperature overnight. The next day, the reaction was placed in an ice bath and quenched with solid Na2SO3 (114 g). The mixture was stirred for 1 hour and then extracted with ethyl acetate (3×500 mL). The combined organics were dried, filtered and concentrated to give (R)-1-(4-chloro-3-fluorophenyl)etha...